This data is from the Open Reaction Database (ORD), a public repository of structured organic reaction records. The task is: describe an organic reaction: reactants, conditions, products, and yield Starting materials: CI (methyl iodide), [Si](C)(C)(C)C#N (TMSCN), N1C=CC=2C1=NC=CC2 (1H-pyrrolo[2,3-b]pyridine), C=O (paraformaldehyde), Cl.CNC (dimethylamine hydrochloride), CCCC[N+](CCCC)(CCCC)CCCC.[F-] (TBAF). Run in C(C)(C)O (isopropanol). Product: N1C=C(C=2C1=NC=CC2)CC#N (2-(1H-pyrrolo[2,3-b]pyridin-3-yl)-acetonitrile). The yield is 28.1%. RXN SMILES: [NH:1]1[C:5]2=[N:6][CH:7]=[CH:8][CH:9]=[C:4]2[CH:3]=[CH:2]1.C=O.Cl.CNC.CI.[Si](C#N)(C)(C)C.CC[CH2:26][CH2:27][N+:28](CCCC)(CCCC)CCCC.[F-]>C(O)(C)C>[NH:1]1[C:5]2=[N:6][CH:7]=[CH:8][CH:9]=[C:4]2[C:3]([CH2:26][C:27]#[N:28])=[CH:2]1 |f:2.3,6.7|. Reported procedure: To a solution of 1H-pyrrolo[2,3-b]pyridine (1.5 g, 12.7 mmol, 1.0 eq.) and paraformaldehyde (0.46 g, 15.2 mmol, 1.2 eq.) in isopropanol (20 mL) was added dimethylamine hydrochloride (1.24 g, 15.2 mmol, 1.2 eq). The mixture was stirred at reflux temperature for 20 minutes and then, quenched with ice and 5 M aqueous sodium hydroxide after cooling to room temperature. The mixture was extracted with ethyl acetate and the organic layer was dried over MgSO4 and evaporated under reduced pressure. The g...